From a dataset of the Open Reaction Database (ORD), a public repository of structured organic reaction records. describe an organic reaction: reactants, conditions, products, and yield Reactants: N[C@@H](CC1=CC=CC=C1)C(=O)O (L-phenylalanine), N[C@@H](CC(=O)O)C(=O)O (L-aspartic acid), COC([C@@H](NC([C@@H](N)CC(O)=O)=O)CC1=CC=CC=C1)=O (α-L-aspartyl-L-phenylalanine methyl ester). The product is COC([C@@H](NC([C@@H](N)CC(O)=O)=O)CC1=CC=CC=C1)=O (α-L-aspartyl-L-phenylalanine methyl ester), C(=O)N[C@H]1CC(=O)OC1=O (N-formyl-L-aspartic anhydride), COC([C@@H](N)CC1=CC=CC=C1)=O (L-phenylalanine methyl ester). RXN SMILES: [CH3:1][O:2][C:3](=[O:21])[C@H:4]([CH2:14][C:15]1[CH:20]=[CH:19][CH:18]=[CH:17][CH:16]=1)[NH:5][C:6](=[O:13])[C@H:7]([CH2:9][C:10](=[O:12])[OH:11])[NH2:8].N[C@H]([C:31](O)=[O:32])CC1C=CC=CC=1.[NH2:34][C@H:35]([C:40]([OH:42])=[O:41])[CH2:36][C:37]([OH:39])=O>>[CH3:1][O:2][C:3](=[O:21])[C@H:4]([CH2:14][C:15]1[CH:16]=[CH:17][CH:18]=[CH:19][CH:20]=1)[NH:5][C:6](=[O:13])[C@H:7]([CH2:9][C:10](=[O:11])[OH:12])[NH2:8].[CH:31]([NH:34][C@@H:35]1[C:40](=[O:41])[O:42][C:37](=[O:39])[CH2:36]1)=[O:32].[CH3:1][O:2][C:3](=[O:21])[C@H:4]([CH2:14][C:15]1[CH:20]=[CH:19][CH:18]=[CH:17][CH:16]=1)[NH2:5]. Reported procedure: A method according to claim 1 wherein α-L-aspartyl-L-phenylalanine methyl ester, L-phenylalanine and L-aspartic acid are recovered from solutions formed in the preparation of α-L-aspartyl-L-phenylalanine methyl ester using, as raw materials, N-formyl-L-aspartic anhydride and L-phenylalanine methyl ester. Starting materials: O=C1CC2(CC(N1)=O)CCCCC2 (2,4-dioxo-3-azaspiro[5,5]undecane), [OH-].[Na+] (NaOH), Cl (HCl). Reaction conditions: temperature 25 celsius. The product is C1(CCCCC1)(CC(=O)N)CC(=O)O (cyclohexanediacetic acid monoamide). Yield: 64.7%. As a reaction SMILES: [O:1]=[C:2]1[NH:7][C:6](=[O:8])[CH2:5][C:4]2([CH2:13][CH2:12][CH2:11][CH2:10][CH2:9]2)[CH2:3]1.[OH-:14].[Na+].Cl>>[C:4]1([CH2:3][C:2]([OH:1])=[O:14])([CH2:5][C:6]([NH2:7])=[O:8])[CH2:13][CH2:12][CH2:11][CH2:10][CH2:9]1 |f:1.2|. Procedure details: 9 g of 2,4-dioxo-3-azaspiro[5,5]undecane and 30 g of 10% NaOH are placed in a 250 ml flask equipped with mechanical agitator, thermometer and condenser. The mixture is heated under reflux for 1 hour, cooled to 25° C. and acidified with 36% HCl to pH 5. The precipitate formed is filtered off, washed with water and dried under vacuum. 6.4 g of cyclohexanediacetic acid monoamide are obtained.